From a dataset of the Open Reaction Database (ORD), a public repository of structured organic reaction records. describe an organic reaction: reactants, conditions, products, and yield The reactants are C(C)(C)(C)OC(NC1(COC(OC1)(C)C)CN1C=CC2=C(C=CC=C12)C1=NOC(=N1)C1=CC(=C(C=C1)OCC)OC)=O (tert-Butyl-5-((4-(5-(4-ethoxy-3-methoxyphenyl)-1,2,4-oxadiazol-3-yl)-1H-indol-1-yl)methyl)-2,2-dimethyl-1,3-dioxan-5-ylcarbamate), C(C)OC=1C=C(C=CC1OCC)C1=NC(=NO1)C1=C2CCN(C2=CC=C1)CC1(COC(OC1)(C)C)NC(OC(C)(C)C)=O (tert-butyl 5-((4-(5-(3,4-diethoxyphenyl)-1,2,4-oxadiazol-3-yl)indolin-1-yl)methyl)-2,2-dimethyl-1,3-dioxan-5-ylcarbamate). Yields the product NC(CO)(CO)CN1CCC2=C(C=CC=C12)C1=NOC(=N1)C1=CC(=C(C=C1)OCC)OC (2-Amino-2-((4-(5-(4-ethoxy-3-methoxyphenyl)-1,2,4-oxadiazol-3-yl)indolin-1-yl)methyl)propane-1,3-diol). Yield: 83.0%. As a reaction SMILES: C(OC(=O)[NH:7][C:8]1([CH2:16][N:17]2[C:25]3[C:20](=[C:21]([C:26]4[N:30]=[C:29]([C:31]5[CH:36]=[CH:35][C:34]([O:37][CH2:38][CH3:39])=[C:33]([O:40][CH3:41])[CH:32]=5)[O:28][N:27]=4)[CH:22]=[CH:23][CH:24]=3)[CH:19]=[CH:18]2)[CH2:13][O:12]C(C)(C)[O:10][CH2:9]1)(C)(C)C.C(OC1C=C(C2ON=C(C3C=CC=C4C=3CCN4CC3(NC(=O)OC(C)(C)C)COC(C)(C)OC3)N=2)C=CC=1OCC)C>>[NH2:7][C:8]([CH2:16][N:17]1[C:25]2[C:20](=[C:21]([C:26]3[N:30]=[C:29]([C:31]4[CH:36]=[CH:35][C:34]([O:37][CH2:38][CH3:39])=[C:33]([O:40][CH3:41])[CH:32]=4)[O:28][N:27]=3)[CH:22]=[CH:23][CH:24]=2)[CH2:19][CH2:18]1)([CH2:9][OH:10])[CH2:13][OH:12]. Procedure details: When the product of Step E was substituted for tert-butyl 5-((4-(5-(3,4-diethoxyphenyl)-1,2,4-oxadiazol-3-yl)indolin-1-yl)methyl)-2,2-dimethyl-1,3-dioxan-5-ylcarbamate in Example 34, Step E, the identical process afforded the title compound in 83% yield, as white solid. 1H-NMR (CDCl3: CD3OD) 1.43 (tr, 3H, J=6.98 Hz); 3.14 (s, 2H); 3.24-3.5 (m, 4H); 3.58 (d, 2H, J=11.87 Hz); 3.64 (d, 2H, J=11.63 Hz); 3.91 (s, 3H); 4.1 (q, 2H, J=14, 7.02 Hz); 6.75 (d, 1H, J=7.78 Hz); 6.91 (d, 1H, J=8.54 Hz); 7.17 ... Reactants: C(C)(C)(C)OC(CN1C(=CC2=CC=CC=C12)C(=O)OCC)=O (ethyl 1-(2-tert-butoxy-2-oxoethyl)-1H-indole-2-carboxylate). Run in C(=O)O (formic acid). Reaction conditions: temperature 100 celsius. The product is C(C)OC(=O)C=1N(C2=CC=CC=C2C1)CC(=O)O (2-(2-(ethoxycarbonyl)-1H-indol-1-yl)acetic acid). The yield is 100.0%. Reaction SMILES: C([O:5][C:6](=[O:22])[CH2:7][N:8]1[C:16]2[C:11](=[CH:12][CH:13]=[CH:14][CH:15]=2)[CH:10]=[C:9]1[C:17]([O:19][CH2:20][CH3:21])=[O:18])(C)(C)C>C(O)=O>[CH2:20]([O:19][C:17]([C:9]1[N:8]([CH2:7][C:6]([OH:22])=[O:5])[C:16]2[C:11]([CH:10]=1)=[CH:12][CH:13]=[CH:14][CH:15]=2)=[O:18])[CH3:21]. Reported procedure: A solution of ethyl 1-(2-tert-butoxy-2-oxoethyl)-1H-indole-2-carboxylate (4.64 g) is 25 mL of formic acid (88%) was heated at 100° C. for 1 hr. TLC showed that the reaction was complete. The solvent was removed by evaporation and the residue was triturated with water and filtered to collect the solid. The beige solid was air dried overnight to afford 3.78 g of the desired product. The reactants are ClCCCOC=1C=CC2=C(C(OC(N2)=O)C(C)C)C1 (6-(3-chloropropoxy)-4-isopropyl-4H-3,1-benzoxazin-2-one), ClC=1C=C(C=CC1Cl)S (3,4-dichloro-thiophenol). Yields the product ClC=1C=C(C=CC1Cl)SCCCOC=1C=CC2=C(C(OC(N2)=O)C(C)C)C1 (6-[3-(3,4-Dichloro-phenylmercapto)-propoxy]-4-isopropyl-4H-3,1-benzoxazin-2-one). As a reaction SMILES: Cl[CH2:2][CH2:3][CH2:4][O:5][C:6]1[CH:7]=[CH:8][C:9]2[NH:14][C:13](=[O:15])[O:12][CH:11]([CH:16]([CH3:18])[CH3:17])[C:10]=2[CH:19]=1.[Cl:20][C:21]1[CH:22]=[C:23]([SH:28])[CH:24]=[CH:25][C:26]=1[Cl:27]>>[Cl:20][C:21]1[CH:22]=[C:23]([S:28][CH2:2][CH2:3][CH2:4][O:5][C:6]2[CH:7]=[CH:8][C:9]3[NH:14][C:13](=[O:15])[O:12][CH:11]([CH:16]([CH3:18])[CH3:17])[C:10]=3[CH:19]=2)[CH:24]=[CH:25][C:26]=1[Cl:27]. Procedure details: Prepared analogously to Example 1 from 6-(3-chloropropoxy)-4-isopropyl-4H-3,1-benzoxazin-2-one and 3,4-dichloro-thiophenol. Reactants: CC1C(CC2(S1)CN1CCC2CC1)=O (5'-methylspiro[1-azabicyclo[2,2,2]-octane-3,2'-thiolan]-4'-one), C(C)O (ethanol), Cl (hydrochloride), Cl (hydrogen chloride). The product is CC1C(CC2(S1)CN1CCC2CC1)=C (5'-Methyl-4'-methylenespiro[1-azabicyclo[2,2,2]-octane-3,2'-thiolane]). RXN SMILES: [CH3:1][CH:2]1[S:6][C:5]2([CH:11]3[CH2:12][CH2:13][N:8]([CH2:9][CH2:10]3)[CH2:7]2)[CH2:4][C:3]1=O.Cl.[CH2:16](O)C>>[CH3:1][CH:2]1[S:6][C:5]2([CH:11]3[CH2:12][CH2:13][N:8]([CH2:9][CH2:10]3)[CH2:7]2)[CH2:4][C:3]1=[CH2:16]. Procedure details: 5'-Methyl-4'-methylenespiro[1-azabicyclo[2,2,2]-octane-3,2'-thiolane] was prepared in much the same manner as in Example 5 by using 5'-methylspiro[1-azabicyclo[2,2,2]-octane-3,2'-thiolan]-4'-one. It was dissolved in ethanol, and then convereted to hydrochloride by addition of ethanolic hydrogen chloride. The reactants are NC1[C@@H]2N(C(=C(CS2)CSC=2SC=NN2)C(=O)O)C1=O (7-amino-3-(1,3,4-thiadiazol-2-yl)thiomethyl-3-cephem-4-carboxylic acid), C[Si](NC(C)=O)(C)C (N-trimethylsilylacetamide), C(C1=CC=CC=C1)(C1=CC=CC=C1)(C1=CC=CC=C1)NC=1SC=C(N1)C(C(=O)O)=NOC(F)F (2-(2-tritylaminothiazol-4-yl)-2difluoromethoxyiminoacetic acid), C(C)(C)N(CC)C(C)C (diisopropylethylamine), S(=O)(=O)(C)Cl (mesyl chloride), C([O-])(O)=O.[Na+] (sodium bicarbonate). The solvent is O (water), O1CCCC1 (tetrahydrofuran), CN(C=O)C (N,N-dimethylformamide). Conditions: time 30 minute. Yields the product C(C1=CC=CC=C1)(C1=CC=CC=C1)(C1=CC=CC=C1)NC=1SC=C(N1)C(C(=O)NC1[C@@H]2N(C(=C(CS2)CSC=2SC=NN2)C(=O)O)C1=O)=NOC(F)F (7-[2-(2-tritylaminothiazol-4-yl)-2-difluoromethoxyiminoacetamido]-3-(1,3,4-thiadiazol-2-yl)thiomethyl-3-cephem-4-carboxylic acid). The yield is 83.3%. Reaction SMILES: [C:1]([NH:20][C:21]1[S:22][CH:23]=[C:24]([C:26](=[N:30][O:31][CH:32]([F:34])[F:33])[C:27](O)=[O:28])[N:25]=1)([C:14]1[CH:19]=[CH:18][CH:17]=[CH:16][CH:15]=1)([C:8]1[CH:13]=[CH:12][CH:11]=[CH:10][CH:9]=1)[C:2]1[CH:7]=[CH:6][CH:5]=[CH:4][CH:3]=1.C(N(C(C)C)CC)(C)C.S(Cl)(C)(=O)=O.[NH2:49][CH:50]1[C:67](=[O:68])[N:52]2[C:53]([C:64]([OH:66])=[O:65])=[C:54]([CH2:57][S:58][C:59]3[S:60][CH:61]=[N:62][N:63]=3)[CH2:55][S:56][C@H:51]12.C[Si](C)(C)NC(=O)C.C(=O)(O)[O-].[Na+]>CN(C)C=O.O1CCCC1.O>[C:1]([NH:20][C:21]1[S:22][CH:23]=[C:24]([C:26](=[N:30][O:31][CH:32]([F:33])[F:34])[C:27]([NH:49][CH:50]2[C:67](=[O:68])[N:52]3[C:53]([C:64]([OH:66])=[O:65])=[C:54]([CH2:57][S:58][C:59]4[S:60][CH:61]=[N:62][N:63]=4)[CH2:55][S:56][C@H:51]23)=[O:28])[N:25]=1)([C:2]1[CH:3]=[CH:4][CH:5]=[CH:6][CH:7]=1)([C:14]1[CH:19]=[CH:18][CH:17]=[CH:16][CH:15]=1)[C:8]1[CH:9]=[CH:10][CH:11]=[CH:12][CH:13]=1 |f:5.6|. Reported procedure: To a solution of 2-(2-tritylaminothiazol-4-yl)-2difluoromethoxyiminoacetic acid (syn isomer) (0.8 g) and diisopropylethylamine (0.43 g) in N,N-dimethylformamide (20 ml) was added mesyl chloride (0.38 g) at -20° C. and the mixture was stirred at the same temperature for 30 minutes to give an activated acid solution. To a solution of 7-amino-3-(1,3,4-thiadiazol-2-yl)thiomethyl-3-cephem-4-carboxylic acid (0.57 g) and N-trimethylsilylacetamide (1.8 g) in tetrahydrofuran (20 ml) was added the activat...